Dataset: the Open Reaction Database (ORD), a public repository of structured organic reaction records. Task: describe an organic reaction: reactants, conditions, products, and yield As a reaction SMILES: [CH3:1][C:2]([C:4]1[CH:13]=[CH:12][C:7]2[O:8][CH2:9][CH2:10][O:11][C:6]=2[CH:5]=1)=[O:3].[C:14]([O:17][CH2:18][CH3:19])(=[O:16])[CH3:15].ClC1C=CC(C(C2CC2)(O)CC(OCC)=O)=CC=1>>[O:8]1[C:7]2[CH:12]=[CH:13][C:4]([C:2]([OH:3])([CH3:1])[CH2:15][C:14]([O:17][CH2:18][CH3:19])=[O:16])=[CH:5][C:6]=2[O:11][CH2:10][CH2:9]1. Procedure details: The title compound was prepared starting from 2.00 g (11.22 mmol) of 1,4-benzodioxan-6-yl methyl ketone and 4.74 ml (22.45 mmol) of ethyl acetate in analogy to the synthesis of the compound from Example 90A. 2.52 g (84% of theory) of the title compound were obtained. Yields the product O1CCOC2=C1C=CC(=C2)C(CC(=O)OCC)(C)O (Ethyl 3-(2,3-dihydro-1,4-benzodioxin-6-yl)-3-hydroxybutanoate). The reactants are CC(=O)C1=CC2=C(OCCO2)C=C1 (1,4-benzodioxan-6-yl methyl ketone), C(C)(=O)OCC (ethyl acetate), ClC1=CC=C(C=C1)C(CC(=O)OCC)(O)C1CC1 (Ethyl 3-(4-chlorophenyl)-3-cyclopropyl-3-hydroxypropanoate). Starting materials: ClC(Cl)Cl, O=C(Cl)CCl, COc1ccc(C=O)cc1O, Cc1cc(C)nc(C)c1. Yields the product COc1ccc(C=O)cc1OC(=O)CCl. RXN SMILES: [CH:26]([Cl:27])([Cl:28])[Cl:29].[Cl:21][CH2:22][C:23](=[O:24])[Cl:25].[OH:1][c:2]1[cH:3][c:4]([CH:5]=[O:6])[cH:7][cH:8][c:9]1[O:10][CH3:11].[n:12]1[c:13]([CH3:14])[cH:15][c:16]([CH3:17])[cH:18][c:19]1[CH3:20]>>[O:1]([c:2]1[cH:3][c:4]([CH:5]=[O:6])[cH:7][cH:8][c:9]1[O:10][CH3:11])[C:23]([CH2:22][Cl:21])=[O:24].